Dataset: the Open Reaction Database (ORD), a public repository of structured organic reaction records. Task: describe an organic reaction: reactants, conditions, products, and yield The reactants are ClC1=C2C(=NC=C1C(=O)O)NC=C2 (4-chloro-1H-pyrrolo[2,3-b]pyridine-5-carboxylicacid), ON1N=NC2=C1C=CC=C2 (1-hydroxybenzotriazole), CN(CCCN=C=NCC)C (1-(3-dimethylaminopropyl)-3-ethylcarbodiimide), [OH-].[NH4+] (ammonium hydroxide). Run in C(Cl)(Cl)Cl (chloroform), O (water), CN(C=O)C (N,N-dimethylformamide). Conditions: temperature 60 celsius, time 30 minute. Product: ClC1=C2C(=NC=C1C(=O)N)NC=C2 (4-chloro-1H-pyrrolo[2,3-b]pyridine-5-carboxamide). The yield is 10.8%. Reaction SMILES: [Cl:1][C:2]1[C:7]([C:8](O)=[O:9])=[CH:6][N:5]=[C:4]2[NH:11][CH:12]=[CH:13][C:3]=12.O[N:15]1C2C=CC=CC=2N=N1.CN(C)CCCN=C=NCC.[OH-].[NH4+]>CN(C)C=O.C(Cl)(Cl)Cl.O>[Cl:1][C:2]1[C:7]([C:8]([NH2:15])=[O:9])=[CH:6][N:5]=[C:4]2[NH:11][CH:12]=[CH:13][C:3]=12 |f:3.4|. Procedure: To a solution of 4-chloro-1H-pyrrolo[2,3-b]pyridine-5-carboxylicacid (840 mg) in N,N-dimethylformamide (8.4 mL) were added 1-hydroxybenzotriazole (808 mg) and 1-(3-dimethylaminopropyl)-3-ethylcarbodiimide (929 mg). The mixture was stirred at 60° C. for 30 minutes. The solution was cooled to ambient temperature and added 28% ammonium hydroxide aqueous solution (1.2 mL). The mixture was stirred at ambient temperature for 1 hour. To the solution were added water and chloroform and the mixture was e... As a reaction SMILES: [CH2:20]([N:21]([CH:22]([CH3:23])[CH3:24])[CH:25]([CH3:26])[CH3:27])[CH3:28].[CH2:40]1[O:41][CH2:42][CH2:43][CH2:44]1.[CH3:1][O:2][c:3]1[cH:4][cH:5][c:6]([N:13]2[CH:14]3[CH2:15][O:16][CH:17]([CH2:18]2)[CH2:19]3)[c:7]2[c:8]1[n:9][c:10]([NH2:12])[s:11]2.[CH3:30][c:31]1[cH:32][c:33]([C:34](=[O:35])[Cl:36])[cH:37][cH:38][n:39]1.[Cl:45][CH2:46][Cl:47].[ClH:29]>>[CH3:1][O:2][c:3]1[cH:4][cH:5][c:6]([N:13]2[CH:14]3[CH2:15][O:16][CH:17]([CH2:18]2)[CH2:19]3)[c:7]2[c:8]1[n:9][c:10]([NH:12][C:34]([c:33]1[cH:32][c:31]([CH3:30])[n:39][cH:38][cH:37]1)=[O:35])[s:11]2. Product: COc1ccc(N2CC3CC2CO3)c2sc(NC(=O)c3ccnc(C)c3)nc12. Starting materials: CCN(C(C)C)C(C)C, C1CCOC1, COc1ccc(N2CC3CC2CO3)c2sc(N)nc12, Cc1cc(C(=O)Cl)ccn1, ClCCl, Cl.